This data is from the Open Reaction Database (ORD), a public repository of structured organic reaction records. The task is: describe an organic reaction: reactants, conditions, products, and yield Starting materials: CCOC(=O)C1CC(c2ccc(Cl)c(Cl)c2)c2ccccc2C1=O, O=C(O)C(F)(F)F. The product is CCOC(=O)C1Cc2ccccc2C(c2ccc(Cl)c(Cl)c2)C1. RXN SMILES: [CH2:1]([CH3:2])[O:3][C:4](=[O:5])[CH:6]1[C:7](=[O:24])[c:8]2[cH:9][cH:10][cH:11][cH:12][c:13]2[CH:14]([c:16]2[cH:17][c:18]([Cl:23])[c:19]([Cl:22])[cH:20][cH:21]2)[CH2:15]1.[F:25][C:26]([F:27])([F:28])[C:29]([OH:30])=[O:31]>>[CH2:1]([CH3:2])[O:3][C:4](=[O:5])[CH:6]1[CH2:7][c:8]2[cH:9][cH:10][cH:11][cH:12][c:13]2[CH:14]([c:16]2[cH:17][c:18]([Cl:23])[c:19]([Cl:22])[cH:20][cH:21]2)[CH2:15]1. Reactants: OCC[C@@]1(C=C[C@H](C1)NC(OC(C)(C)C)=O)CO (tert-butyl ((1S,4S)-4-(2-hydroxyethyl)-4-(hydroxymethyl)cyclopent-2-en-1-yl)carbamate), BrN1C(CCC1=O)=O (N-bromosuccinimide), O (water). Solvent: CCOC(=O)C (EtOAc). Reaction conditions: time 18 hour. Product: Br[C@H]1[C@H](C[C@]2([C@@H]1OCC2)CO)NC(OC(C)(C)C)=O (tert-butyl (3aR,5S,6S,6aS)-6-bromo-3a-(hydroxymethyl)hexahydro-2H-cyclopenta[b]furan-5-ylcarbamate). RXN SMILES: [OH:1][CH2:2][CH2:3][C@@:4]1([CH2:17][OH:18])[CH2:8][C@H:7]([NH:9][C:10](=[O:16])[O:11][C:12]([CH3:15])([CH3:14])[CH3:13])[CH:6]=[CH:5]1.[Br:19]N1C(=O)CCC1=O.O>CCOC(C)=O>[Br:19][C@@H:6]1[C@H:5]2[O:1][CH2:2][CH2:3][C@@:4]2([CH2:17][OH:18])[CH2:8][C@@H:7]1[NH:9][C:10](=[O:16])[O:11][C:12]([CH3:15])([CH3:13])[CH3:14]. Reported procedure: To a chilled solution of the product of Step F (343.60 g) in EtOAc (4 L) was added N-bromosuccinimide (237.60 g) followed by stirring at rt for 18 h. To the mixture was added water (5 mL) and the reaction heated to 60° C. for 30 min. The reaction was filtered, the filtrate was washed with aqueous sodium thiosulfate until the organic layer was negative for peroxides. The organic layer was washed with aqueous Na2CO3 (10%), dried (Na2SO4) and the reaction was concentrated under reduced pressure. Ne... The reactants are CC1(COC(=O)Oc2c(F)c(F)c(F)c(F)c2F)COC(=O)OC1, NCc1ccccc1, C1CCOC1, [Cs+], [F-]. The product is CC1(COC(=O)NCc2ccccc2)COC(=O)OC1. RXN SMILES: [C:9]([O:10][CH2:11][C:12]1([CH3:19])[CH2:13][O:14][C:15](=[O:18])[O:16][CH2:17]1)([O:20][c:22]1[c:23]([F:24])[c:25]([F:26])[c:27]([F:28])[c:29]([F:30])[c:31]1[F:32])=[O:21].[CH2:1]([c:2]1[cH:3][cH:4][cH:5][cH:6][cH:7]1)[NH2:8].[CH2:35]1[O:36][CH2:37][CH2:38][CH2:39]1.[Cs+:34].[F-:33]>>[CH2:1]([c:2]1[cH:3][cH:4][cH:5][cH:6][cH:7]1)[NH:8][C:9]([O:10][CH2:11][C:12]1([CH3:19])[CH2:13][O:14][C:15](=[O:18])[O:16][CH2:17]1)=[O:20]. The reactants are C(C(C)C)OC(=O)N1CCN(CC1)C1=NC(=CN=C1)Cl (6′Chloro-2,3,5,6-tetrahydro-[1,2′]bipyrazinyl-4-carboxylic acid isobutyl ester), CC1(OB(OC1(C)C)C1=C(C=CC=C1)O)C (2-(4,4,5,5-Tetramethyl-[1,3,2]dioxaborolan-2-yl)-phenol), C(=O)([O-])[O-].[K+].[K+] (K2CO3). The reagents and catalysts are C=1C=CC(=CC1)[P](C=2C=CC=CC2)(C=3C=CC=CC3)[Pd]([P](C=4C=CC=CC4)(C=5C=CC=CC5)C=6C=CC=CC6)([P](C=7C=CC=CC7)(C=8C=CC=CC8)C=9C=CC=CC9)[P](C=1C=CC=CC1)(C=1C=CC=CC1)C=1C=CC=CC1 (Pd(PPh3)4). Reaction conditions: temperature 120 celsius. The product is C(C(C)C)OC(=O)N1CCN(CC1)C1=NC(=CN=C1)C1=C(C=CC=C1)O (6′-(2-Hydroxy-phenyl)-2,3,5,6-tetrahydro[1,2′]bipyrazinyl-4-carboxylic acid isobutyl ester). RXN SMILES: [CH2:1]([O:5][C:6]([N:8]1[CH2:13][CH2:12][N:11]([C:14]2[CH:19]=[N:18][CH:17]=[C:16](Cl)[N:15]=2)[CH2:10][CH2:9]1)=[O:7])[CH:2]([CH3:4])[CH3:3].CC1(C)C(C)(C)OB([C:29]2[CH:34]=[CH:33][CH:32]=[CH:31][C:30]=2[OH:35])O1.C([O-])([O-])=O.[K+].[K+]>C1C=CC([P]([Pd]([P](C2C=CC=CC=2)(C2C=CC=CC=2)C2C=CC=CC=2)([P](C2C=CC=CC=2)(C2C=CC=CC=2)C2C=CC=CC=2)[P](C2C=CC=CC=2)(C2C=CC=CC=2)C2C=CC=CC=2)(C2C=CC=CC=2)C2C=CC=CC=2)=CC=1>[CH2:1]([O:5][C:6]([N:8]1[CH2:13][CH2:12][N:11]([C:14]2[CH:19]=[N:18][CH:17]=[C:16]([C:29]3[CH:34]=[CH:33][CH:32]=[CH:31][C:30]=3[OH:35])[N:15]=2)[CH2:10][CH2:9]1)=[O:7])[CH:2]([CH3:4])[CH3:3] |f:2.3.4,^1:46,48,67,86|. Procedure: 6′Chloro-2,3,5,6-tetrahydro-[1,2′]bipyrazinyl-4-carboxylic acid isobutyl ester (54 mg, 0.18 mmol), 47.9 mg (0.22 mmol) of 2-(4,4,5,5-Tetramethyl-[1,3,2]dioxaborolan-2-yl)-phenol, 3.2 mg (2.7 pmol) of Pd(PPh3)4, 49.2 mg (0.35 mmol) of K2CO3 were charged to a microwave reactor vial. The reaction mixture was heated by microwave irradiation at 120° C. for 15 minutes. The reaction was filtered and purified by reverse phase HPLC (10%-99% CH3CN/H2O), (10%-99% CH3CN (0.035% TFA)/H2O (0.05% TFA)) to give... Starting materials: C(C1=CC=CC=C1)OC1=C(C=C(NC2=C(C=NC3=CC(=C(C=C23)NC(C)=O)OCC)C#N)C=C1)Cl (N-{4-[4-(Benzyloxy)-3-chloroanilino]-3-cyano-7-ethoxy-6-quinolinyl}acetamide), [OH-].[K+] (potassium hydroxide). Solvent: CO (methanol). The product is NC=1C=C2C(=C(C=NC2=CC1OCC)C#N)NC1=CC(=C(C=C1)OCC1=CC=CC=C1)Cl (6-Amino-4-[4-(benzyloxy)-3-chloroanilino]-7-ethoxy-3-quinolinecarbonitrile). The yield is 88.9%. Reaction SMILES: [CH2:1]([O:8][C:9]1[CH:34]=[CH:33][C:12]([NH:13][C:14]2[C:23]3[C:18](=[CH:19][C:20]([O:28][CH2:29][CH3:30])=[C:21]([NH:24]C(=O)C)[CH:22]=3)[N:17]=[CH:16][C:15]=2[C:31]#[N:32])=[CH:11][C:10]=1[Cl:35])[C:2]1[CH:7]=[CH:6][CH:5]=[CH:4][CH:3]=1.[OH-].[K+]>CO>[NH2:24][C:21]1[CH:22]=[C:23]2[C:18](=[CH:19][C:20]=1[O:28][CH2:29][CH3:30])[N:17]=[CH:16][C:15]([C:31]#[N:32])=[C:14]2[NH:13][C:12]1[CH:33]=[CH:34][C:9]([O:8][CH2:1][C:2]2[CH:3]=[CH:4][CH:5]=[CH:6][CH:7]=2)=[C:10]([Cl:35])[CH:11]=1 |f:1.2|. Procedure details: A solution of 298 mg (0.612 mmoles) of the purified N-{4-[4-(benzyloxy)-3-chloroanilino]-3-cyano-7-ethoxy-6-quinolinyl}acetamide (example 6) and 97 mg (1.73 mmoles) of potassium hydroxide in 10 ml of methanol was stirred and refluxed for 60 hours. On cooling a solid formed. This mixture was poured onto ice, and the resulting solid was filtered and washed with water. On drying, 242 mg of the title compound was obtained. Reactants: COC([C@H](CC1=CC=C(C=C1)OC1=C(C(=NC=C1)C)C)NC(=O)[C@H]1NCC=2C=C3C(=CC2C1)OC[C@@H](O3)C3=CC=C(C=C3)OCC3=CC(=C(C=C3)Cl)Cl)=O ((S)-2-({(3S,8S)-3-[4-(3,4-Dichloro-benzyloxy)-phenyl]-2,3,6,7,8,9-hexahydro-[1,4]dioxino[2,3-g]isoquinoline-8-carbonyl}-amino)-3-[4-(2,3-dimethyl-pyridin-4-yloxy)-phenyl]-propionic acid methyl ester), C(C)(C)C=1OC(=C(N1)C(=O)O)C (2-isopropyl-5-methyl-oxazole-4-carboxylic acid). Solvent: C(Cl)Cl (DCM). Yields the product ClC=1C=C(COC2=CC=C(C=C2)[C@@H]2OC=3C(=CC=4C[C@H](N(CC4C3)C(=O)C=3N=C(OC3C)C(C)C)C(=O)N[C@H](C(=O)O)CC3=CC=C(C=C3)OC3=C(C(=NC=C3)C)C)OC2)C=CC1Cl ((S)-2-{[(3S,8S)-3-[4-(3,4-Dichloro-benzyloxy)-phenyl]-7-(2-isopropyl-5-methyl-oxazole-4-carbonyl)-2,3,6,7,8,9-hexahydro-[1,4]dioxino[2,3-g]isoquinoline-8-carbonyl]-amino}-3-[4-(2,3-dimethyl-pyridin-4-yloxy)-phenyl]-propionic acid). RXN SMILES: C[O:2][C:3](=[O:54])[C@@H:4]([NH:21][C:22]([C@@H:24]1[CH2:33][C:32]2[CH:31]=[C:30]3[O:34][CH2:35][C@H:36]([C:38]4[CH:43]=[CH:42][C:41]([O:44][CH2:45][C:46]5[CH:51]=[CH:50][C:49]([Cl:52])=[C:48]([Cl:53])[CH:47]=5)=[CH:40][CH:39]=4)[O:37][C:29]3=[CH:28][C:27]=2[CH2:26][NH:25]1)=[O:23])[CH2:5][C:6]1[CH:11]=[CH:10][C:9]([O:12][C:13]2[CH:18]=[CH:17][N:16]=[C:15]([CH3:19])[C:14]=2[CH3:20])=[CH:8][CH:7]=1.[CH:55]([C:58]1[O:59][C:60]([CH3:66])=[C:61]([C:63]([OH:65])=O)[N:62]=1)([CH3:57])[CH3:56]>C(Cl)Cl>[Cl:53][C:48]1[CH:47]=[C:46]([CH:51]=[CH:50][C:49]=1[Cl:52])[CH2:45][O:44][C:41]1[CH:42]=[CH:43][C:38]([C@H:36]2[CH2:35][O:34][C:30]3=[CH:31][C:32]4[CH2:33][C@@H:24]([C:22]([NH:21][C@@H:4]([CH2:5][C:6]5[CH:11]=[CH:10][C:9]([O:12][C:13]6[CH:18]=[CH:17][N:16]=[C:15]([CH3:19])[C:14]=6[CH3:20])=[CH:8][CH:7]=5)[C:3]([OH:54])=[O:2])=[O:23])[N:25]([C:63]([C:61]5[N:62]=[C:58]([CH:55]([CH3:56])[CH3:57])[O:59][C:60]=5[CH3:66])=[O:65])[CH2:26][C:27]=4[CH:28]=[C:29]3[O:37]2)=[CH:39][CH:40]=1. Reported procedure: (S)-2-({(3S,8S)-3-[4-(3,4-Dichloro-benzyloxy)-phenyl]-2,3,6,7,8,9-hexahydro-[1,4]dioxino[2,3-g]isoquinoline-8-carbonyl}-amino)-3-[4-(2,3-dimethyl-pyridin-4-yloxy)-phenyl]-propionic acid methyl ester (30 mg) was reacted with 2-isopropyl-5-methyl-oxazole-4-carboxylic acid (according to a procedure in Synthesis, Vol. 10, pp. 1569-71 (2005)) in DCM (3.0 mL) according to General Procedure A and directly purified over silica (hexanes to 1:1 hexanes EtOAc to 1:1 hexanes EtOAc+1% MeOH). The resulting co... Reaction SMILES: [CH3:1][O:2][c:3]1[c:4]([C:5](=[O:6])[c:7]2[cH:8][c:9]([C:10]#[N:11])[cH:12][cH:13][cH:14]2)[cH:15][cH:16][cH:17][cH:18]1.[Cl-:19].[ClH:26].[nH+:20]1[cH:21][cH:22][cH:23][cH:24][cH:25]1>>[OH:2][c:3]1[c:4]([C:5](=[O:6])[c:7]2[cH:8][c:9]([C:10]#[N:11])[cH:12][cH:13][cH:14]2)[cH:15][cH:16][cH:17][cH:18]1. Product: N#Cc1cccc(C(=O)c2ccccc2O)c1. The reactants are COc1ccccc1C(=O)c1cccc(C#N)c1, [Cl-], Cl, c1cc[nH+]cc1.